Dataset: the Open Reaction Database (ORD), a public repository of structured organic reaction records. Task: describe an organic reaction: reactants, conditions, products, and yield Reactants: BrC=1C(=NC=C(C(=O)N[C@H]2[C@@H](CCCC2)O)C1)OCC(F)(F)F (5-Bromo-N-((1R,2R)-2-hydroxy-cyclohexyl)-6-(2,2,2-trifluoro-ethoxy)-nicotinamide), ClC=1C=C(C=CC1Cl)B(O)O (3,4-dichlorophenylboronic acid), C([O-])([O-])=O.[Na+].[Na+] (sodium carbonate). Reagents/catalysts: Cl[Pd]Cl.C1(=CC=CC=C1)P([C-]1C=CC=C1)C1=CC=CC=C1.[C-]1(C=CC=C1)P(C1=CC=CC=C1)C1=CC=CC=C1.[Fe+2].C(Cl)Cl ([1,1′-bis(diphenylphosphino)ferrocene]-dichloropalladium(II) CH2Cl2). Run in CN(C)C=O (DMF), C1(=CC=CC=C1)C (toluene). Run at temperature 90 celsius. Product: ClC=1C=C(C=CC1Cl)C=1C(=NC=C(C(=O)N[C@H]2[C@@H](CCCC2)O)C1)OCC(F)(F)F (5-(3,4-dichloro-phenyl)-N-((1R,2R)-2-hydroxy-cyclohexyl)-6-(2,2,2-trifluoro-ethoxy)-nicotinamide). As a reaction SMILES: Br[C:2]1[C:3]([O:18][CH2:19][C:20]([F:23])([F:22])[F:21])=[N:4][CH:5]=[C:6]([CH:17]=1)[C:7]([NH:9][C@@H:10]1[CH2:15][CH2:14][CH2:13][CH2:12][C@H:11]1[OH:16])=[O:8].[Cl:24][C:25]1[CH:26]=[C:27](B(O)O)[CH:28]=[CH:29][C:30]=1[Cl:31].C(=O)([O-])[O-].[Na+].[Na+]>C1(C)C=CC=CC=1.CN(C=O)C.Cl[Pd]Cl.C1(P(C2C=CC=CC=2)[C-]2C=CC=C2)C=CC=CC=1.[C-]1(P(C2C=CC=CC=2)C2C=CC=CC=2)C=CC=C1.[Fe+2].C(Cl)Cl>[Cl:24][C:25]1[CH:26]=[C:27]([C:2]2[C:3]([O:18][CH2:19][C:20]([F:23])([F:22])[F:21])=[N:4][CH:5]=[C:6]([CH:17]=2)[C:7]([NH:9][C@@H:10]2[CH2:15][CH2:14][CH2:13][CH2:12][C@H:11]2[OH:16])=[O:8])[CH:28]=[CH:29][C:30]=1[Cl:31] |f:2.3.4,7.8.9.10.11|. Procedure: 5-Bromo-N-((1R,2R)-2-hydroxy-cyclohexyl)-6-(2,2,2-trifluoro-ethoxy)-nicotinamide (59.8 g, 151 mmol) was dissolved in toluene (2500 mL) and DMF (200 mL). To this solution was added with stirring [1,1′-bis(diphenylphosphino)ferrocene]-dichloropalladium(II) CH2Cl2 (6.15 g, 7.5 mmol), 3,4-dichlorophenylboronic acid (30.2 g, 158 mmol) and sodium carbonate solution (2M, 150 mL). This mixture was heated to 90° C. for 2 h, cooled to room temperature and filtered through diatomaceous earth. The filter ca... The reactants are OCC1(CCC(N1)=O)C (5-(hydroxymethyl)-5-methylpyrrolidin-2-one), N1=CC=CC=C1 (pyridine), S(=O)(Cl)Cl (thionyl chloride). Solvent: ClCCCl (1,2-dichloroethane). Conditions: time 30 minute. Product: ClCC1(CCC(N1)=O)C (5-(Chloromethyl)-5-methylpyrrolidin-2-one). As a reaction SMILES: O[CH2:2][C:3]1([CH3:9])[NH:7][C:6](=[O:8])[CH2:5][CH2:4]1.N1C=CC=CC=1.S(Cl)([Cl:18])=O>ClCCCl>[Cl:18][CH2:2][C:3]1([CH3:9])[NH:7][C:6](=[O:8])[CH2:5][CH2:4]1. Reported procedure: A 50 mL flask was charged with 5-(hydroxymethyl)-5-methylpyrrolidin-2-one (646 mg, 5 mmol), purged with nitrogen, and dry 1,2-dichloroethane (10 mL) and pyridine (1.8 mL, 22.5 mmol, 4.5 equiv.) were added. Neat thionyl chloride (1.8 mL, 25 mmol, 5 equiv.) was added dropwise over 10 min, during which the suspension clarified briefly before becoming a thick slurry. The mixture was stirred at room temperature for 30 min, then heated to reflux. After 3.5 h, the cooled mixture was concentrated to an ... The reactants are COC(=O)N1C2=C(CC(C3=C1C=CC=C3)=O)C=CC=C2 (10-Oxo-10,11-dihydro-dibenzo[b,f]azepine-5-carboxylic acid methyl ester), C(OC)(OC)OC (trimethyl orthoformate), C1(=CC=C(C=C1)S(=O)(=O)O)C (p-toluenesulfonic acid). Run in CO (methanol), CO (methanol). Reaction conditions: temperature 25 celsius, time 1 hour. The product is COC(=O)N1C2=C(C=C(C3=C1C=CC=C3)OC)C=CC=C2 (10-Methoxy-dibenzo[b,f]azepine-5-carboxylic acid methyl ester), powder. Yield: 80.8%. Reaction SMILES: [CH3:1][O:2][C:3]([N:5]1[C:11]2[CH:12]=[CH:13][CH:14]=[CH:15][C:10]=2[C:9](=[O:16])[CH2:8][C:7]2[CH:17]=[CH:18][CH:19]=[CH:20][C:6]1=2)=[O:4].[C:21]1(C)C=CC(S(O)(=O)=O)=CC=1.C(OC)(OC)OC>CO>[CH3:1][O:2][C:3]([N:5]1[C:11]2[CH:12]=[CH:13][CH:14]=[CH:15][C:10]=2[C:9]([O:16][CH3:21])=[CH:8][C:7]2[CH:17]=[CH:18][CH:19]=[CH:20][C:6]1=2)=[O:4]. Procedure: Crude 10-Oxo-10,11-dihydro-dibenzo[b,f]azepine-5-carboxylic acid methyl ester (22.3 g, 0.083 mol, 1 eq.) is dissolved in methanol (112 mL) at 50° C. A catalytic amount of p-toluenesulfonic acid (0.445 mg) is added, followed by trimethyl orthoformate (11.5 mL, 1.25 eq.). The mixture is allowed to react for 5 hours before methanol is allowed to distill off. Fresh methanol is added continuously to replace the distillate. When 100 mL of methanol have been distilled, the mixture is allowed to cool do... Starting materials: COC=1C=C(C=CC1OCC=1N=C(OC1C)C1=CC=CC=C1)CCC=O (3-[3-methoxy-4-(5-methyl-2-phenyl-4-oxazolylmethoxy)phenyl]propionaldehyde), [C-]#N.[Na+] (sodium cyanide), C(C)(=O)OC(C)=O (acetic anhydride), O (water). Reagents/catalysts: [Cl-].C(C1=CC=CC=C1)[N+](CCCC)(CCCC)CCCC (benzyltributylammonium chloride). Solvent: ClCCl (dichloromethane). Reaction conditions: time 15 hour. Yields the product C(C)(=O)OC(C#N)CCC1=CC(=C(C=C1)OCC=1N=C(OC1C)C1=CC=CC=C1)OC (2-acetoxy-4-[3-methoxy-4-(5-methyl-2-phenyl-4-oxazolylmethoxy)phenyl]butyronitrile). Yield: 93.4%. As a reaction SMILES: [CH3:1][O:2][C:3]1[CH:4]=[C:5]([CH2:23][CH2:24][CH:25]=[O:26])[CH:6]=[CH:7][C:8]=1[O:9][CH2:10][C:11]1[N:12]=[C:13]([C:17]2[CH:22]=[CH:21][CH:20]=[CH:19][CH:18]=2)[O:14][C:15]=1[CH3:16].[C-:27]#[N:28].[Na+].[C:30]([O:33]C(=O)C)(=O)[CH3:31].O>[Cl-].C([N+](CCCC)(CCCC)CCCC)C1C=CC=CC=1.ClCCl>[C:30]([O:26][CH:25]([CH2:24][CH2:23][C:5]1[CH:6]=[CH:7][C:8]([O:9][CH2:10][C:11]2[N:12]=[C:13]([C:17]3[CH:22]=[CH:21][CH:20]=[CH:19][CH:18]=3)[O:14][C:15]=2[CH3:16])=[C:3]([O:2][CH3:1])[CH:4]=1)[C:27]#[N:28])(=[O:33])[CH3:31] |f:1.2,5.6|. Reported procedure: A mixture of 3-[3-methoxy-4-(5-methyl-2-phenyl-4-oxazolylmethoxy)phenyl]propionaldehyde (1.79 g), sodium cyanide (0.3 g), acetic anhydride (0.62 g), benzyltributylammonium chloride (0.79 g), water (12 ml) and dichloromethane (35 ml) was stirred for 15 hours at room temperature. The organic layer was separated, which was washed with water and dried (MgSO4), followed by distilling off the solvent. The resulting oily product was subjected to column chromatography on silica gel. From the fraction el...